From a dataset of the Open Reaction Database (ORD), a public repository of structured organic reaction records. describe an organic reaction: reactants, conditions, products, and yield The reactants are CS(=O)(=O)c1ccc(Cn2c(C(=O)CBr)c(-c3ccccc3)c3cc(Br)ccc3c2=O)cc1, O=C([O-])O, CC(N)=S, [Na+], CN(C)C=O, O. Yields the product CC(N)=CC(=O)c1c(-c2ccccc2)c2cc(Br)ccc2c(=O)n1Cc1ccc(S(C)(=O)=O)cc1. As a reaction SMILES: [Br:1][c:2]1[cH:3][c:4]2[c:5](-[c:28]3[cH:29][cH:30][cH:31][cH:32][cH:33]3)[c:6]([C:24]([CH2:25][Br:26])=[O:27])[n:7]([CH2:13][c:14]3[cH:15][cH:16][c:17]([S:20](=[O:21])(=[O:22])[CH3:23])[cH:18][cH:19]3)[c:8](=[O:12])[c:9]2[cH:10][cH:11]1.[C:39](=[O:40])([O-:41])[OH:42].[CH3:34][C:35]([NH2:36])=[S:37].[Na+:43].[O:44]=[CH:45][N:46]([CH3:47])[CH3:48].[OH2:38]>>[Br:1][c:2]1[cH:3][c:4]2[c:5](-[c:28]3[cH:29][cH:30][cH:31][cH:32][cH:33]3)[c:6]([C:24]([CH:25]=[C:35]([CH3:34])[NH2:36])=[O:27])[n:7]([CH2:13][c:14]3[cH:15][cH:16][c:17]([S:20](=[O:21])(=[O:22])[CH3:23])[cH:18][cH:19]3)[c:8](=[O:12])[c:9]2[cH:10][cH:11]1. Starting materials: [N+](=O)(O)[O-] (nitric acid), C(C)OC=1C=C(C=O)C=CC1O (3-ethoxy-4-hydroxybenzaldehyde). The solvent is ClCCl (dichloromethane). Reaction conditions: temperature 3 celsius, time 30 minute. Product: C(C)OC=1C=C(C=O)C=C(C1O)[N+](=O)[O-] (3-Ethoxy-4-hydroxy-5-nitrobenzaldehyde). RXN SMILES: [N+:1]([O-:4])(O)=[O:2].[CH2:5]([O:7][C:8]1[CH:9]=[C:10]([CH:13]=[CH:14][C:15]=1[OH:16])[CH:11]=[O:12])[CH3:6]>ClCCl>[CH2:5]([O:7][C:8]1[CH:9]=[C:10]([CH:13]=[C:14]([N+:1]([O-:4])=[O:2])[C:15]=1[OH:16])[CH:11]=[O:12])[CH3:6]. Reported procedure: Fuming nitric acid (22.0 mL) was added (rate approx. 1.5 mL/min) to a stirred solution of 3-ethoxy-4-hydroxybenzaldehyde (83.0 g) in dichloromethane (400 mL) at 5°-10° C. Thereafter the mixture was stirred for 30 min at 3° C. and then filtered. The product was washed with dichloromethane and water and dried in vacuo at 50° C., yield 77.8 g (73,7%).